Dataset: the Open Reaction Database (ORD), a public repository of structured organic reaction records. Task: describe an organic reaction: reactants, conditions, products, and yield Reagents/catalysts: [Pd] (palladium on carbon). As a reaction SMILES: [F:1][C:2]1[C:8]([F:9])=[CH:7][C:5]([NH2:6])=[C:4]([N+:10]([O-])=O)[CH:3]=1.[H][H].O.[C:16](O)(=O)[CH:17]=[O:18]>C(O)C.[Pd].O>[F:1][C:2]1[CH:3]=[C:4]2[C:5](=[CH:7][C:8]=1[F:9])[NH:6][C:17](=[O:18])[CH:16]=[N:10]2 |f:2.3|. Solvent: O (water), O (water), C(C)O (ethanol). Reactants: O.C(C=O)(=O)O (glyoxylic acid hydrate), [H][H] (hydrogen), FC1=CC(=C(N)C=C1F)[N+](=O)[O-] (4,5-difluoro-2-nitroaniline). Conditions: time 2 hour. The product is FC=1C=C2N=CC(NC2=CC1F)=O (6,7-difluoroquinoxalin-2(1H)-one). Isolated yield 54.9%. Procedure: 4,5-difluoro-2-nitroaniline (2.17 g, 12.5 mmol) was dissolved in 55 ml of ethanol and 250 mg of 10% palladium on carbon was added. The mixture was hydrogenated until the theoretical amount of hydrogen had been absorbed, using a low pressure hydrogenation apparatus. The catalyst was filtered off and the filtrate, containing 4,5-difluoro-o-phenylenediamine, was kept under a nitrogen atmosphere at 0° C. followed by addition of a solution of glyoxylic acid hydrate (1.28 g, 13.7 mmol) in water (3 ml)... The reactants are CN1C=2N(C3=CC=CC(=C3C1=O)C#C[Si](C)(C)C)C=NC2C2=NOC(=N2)C (4,5-Dihydro-4-methyl-3-(5-methyl-1,2,4-oxadiazol-3-yl)-5-oxo-6-trimethylsilylethynyl-imidazo(1,5-a)quinazoline), C(#C)C1=C2C(N(C=3N(C2=CC=C1)C=NC3C3=NOC(=N3)C)C)=O (6-ethynyl-4,5-dihydro-4-methyl-3-(5-methyl-1,2,4-oxadiazol-3-yl)-5-oxo-imidazo(1,5-a)quinazoline), CC1=NC(=NO1)C[N+]#[C-] (5-methyl-3-isocyanomethyl-1,2,4-oxadiazole), CN1C(NC2=CC=CC(=C2C1=O)C#C[Si](C)(C)C)=O (1,2,3,4-tetrahydro-3-methyl-2,4-dioxo-5-trimethylsilylethynyl-quinazoline). The product is CN1C=2N(C3=CC=CC=C3C1=O)C=NC2C2=NOC(=N2)C (4,5-dihydro-4-methyl-3-(5-methyl-1,2,4-oxadiazol-3-yl)-5-oxo-imidazo(1,5-a)quinazoline), 6-ethylnyl-4,5-dihydro-4-methyl-3-(5-methyl-1,2,4-oxadiazol-3-yl)-5-oxo-imidazo(1,5-a)quinazoline. The yield is 1.9%. As a reaction SMILES: [CH3:1][N:2]1[C:11](=[O:12])[C:10]2[C:5](=[CH:6][CH:7]=[CH:8][C:9]=2C#C[Si](C)(C)C)[N:4]2[CH:19]=[N:20][C:21]([C:22]3[N:26]=[C:25]([CH3:27])[O:24][N:23]=3)=[C:3]12.C(C1C=CC=C2C=1C(=O)N(C)C1N2C=NC=1C1N=C(C)ON=1)#C.CC1ON=C(C[N+]#[C-])N=1.CN1C(=O)C2C(=CC=CC=2C#C[Si](C)(C)C)NC1=O>>[CH3:1][N:2]1[C:11](=[O:12])[C:10]2[C:5](=[CH:6][CH:7]=[CH:8][CH:9]=2)[N:4]2[CH:19]=[N:20][C:21]([C:22]3[N:26]=[C:25]([CH3:27])[O:24][N:23]=3)=[C:3]12. Procedure: A mixture of 4,5-Dihydro-4-methyl-3-(5-methyl-1,2,4-oxadiazol-3-yl)-5-oxo-6-trimethylsilylethynyl-imidazo(1,5-a)quinazoline, M.p. 214°-217° C., and 6-ethynyl-4,5-dihydro-4-methyl-3-(5-methyl-1,2,4-oxadiazol-3-yl)-5-oxo-imidazo(1,5-a)quinazoline, M.p. 202°-206° C., by reaction between 5-methyl-3-isocyanomethyl-1,2,4-oxadiazole and 1,2,3,4-tetrahydro-3-methyl-2,4-dioxo-5-trimethylsilylethynyl-quinazoline. Column chromatography(silica gel)/ethyl(acetate) of the crude product yielded 0.08 g (12%) of... RXN SMILES: [C:1]1([NH2:8])[CH:6]=[CH:5][CH:4]=[CH:3][C:2]=1N.[NH2:9][C:10]([NH2:12])=[O:11].[CH2:13](O)[CH3:14]>>[N:8]1[CH:1]=[CH:6][CH:5]=[CH:4][C:3]=1[CH2:2][N:9]1[C:6]2[CH:1]=[CH:2][CH:3]=[CH:13][C:14]=2[NH:12][C:10]1=[O:11]. Yields the product N1=C(C=CC=C1)CN1C(NC2=C1C=CC=C2)=O (1-(2-Pyridylmethyl)-benzimidazolin-2-one). The reactants are C1(=C(C=CC=C1)N)N (o-phenylenediamine), NC(=O)N (urea), C(C)O (ethanol). Procedure: 5 g of the above o-phenylenediamine derivative are heated with 2 g of urea to 160° C. for 5 hours. After the reaction mixture has cooled, ethanol is added and the crystals which are precipitated are filtered off with suction. The reactants are C12C(C3CC(CC(C1)C3)C2)N2NC(C2=O)(C)C (2-(Adamantan-2-yl)-4,4-dimethyl-1,2-diazetidin-3-one), CC1=CC=C(CBr)C=C1 (4-methylbenzyl bromide). Yields the product CC1(C(N(N1CC1=CC=C(C=C1)C)C1C2CC3CC(CC1C3)C2)=O)C (4,4-dimethyl-1-(4-methylbenzyl)-2-(adamantan-2-yl)-1,2-diazetidin-3-one). As a reaction SMILES: [CH:1]12[CH2:10][CH:5]3[CH2:6][CH:7]([CH2:9][CH:3]([CH2:4]3)[CH:2]1[N:11]1[C:14](=[O:15])[C:13]([CH3:17])([CH3:16])[NH:12]1)[CH2:8]2.[CH3:18][C:19]1[CH:26]=[CH:25][C:22]([CH2:23]Br)=[CH:21][CH:20]=1>>[CH3:16][C:13]1([CH3:17])[N:12]([CH2:18][C:19]2[CH:26]=[CH:25][C:22]([CH3:23])=[CH:21][CH:20]=2)[N:11]([CH:2]2[CH:3]3[CH2:4][CH:5]4[CH2:6][CH:7]([CH2:8][CH:1]2[CH2:10]4)[CH2:9]3)[C:14]1=[O:15]. Procedure: 2-(Adamantan-2-yl)-4,4-dimethyl-1,2-diazetidin-3-one and 4-methylbenzyl bromide were used for a similar reaction and treatment as Process 6 of Example 1, and the title compound was obtained as a white crystalline powder.